From a dataset of the Open Reaction Database (ORD), a public repository of structured organic reaction records. describe an organic reaction: reactants, conditions, products, and yield The reactants are stannous chloride dihydrate, Cl (hydrochloric acid), COC1=NC=C(C(=C1)C)[N+](=O)[O-] (2-methoxy-4-methyl-5-nitropyridine). The solvent is C(C)(=O)O (acetic acid). Reaction conditions: time 2 hour. Product: NC=1C(=CC(=NC1)OC)C (5-Amino-2-methoxy-4-methylpyridine). The yield is 93.1%. Reaction SMILES: Cl.[CH3:2][O:3][C:4]1[CH:9]=[C:8]([CH3:10])[C:7]([N+:11]([O-])=O)=[CH:6][N:5]=1>C(O)(=O)C>[NH2:11][C:7]1[C:8]([CH3:10])=[CH:9][C:4]([O:3][CH3:2])=[N:5][CH:6]=1. Procedure: A mixture of stannous chloride dihydrate (41 g) and concentrated hydrochloric acid (40 ml) was added slowly to a solution of 2-methoxy-4-methyl-5-nitropyridine (5.1 g) in acetic acid (40 ml), maintaining the temperature below 35° C. The resulting mixture was stirred at room temperature for 2 hours, and then allowed to stand overnight in the refrigerator. The solid was collected and both solid and supernatant were separately basified with a 20% sodium hydroxide solution. The product was extracted... Reactants: COC1(CCCCCC1)C1=C(C=O)C=C(C=C1)C(F)(F)F (2-(1-methoxycycloheptyl)-5-(trifluoromethyl)benzaldehyde), FC(C=1C=C(CN)C=C(C1)C(F)(F)F)(F)F (3,5-bistrifluoromethyl benzylamine), C(C)O (Ethanol), [BH4-].[Na+] (sodium borohydride). Run in C1(=CC=CC=C1)C (toluene). Reaction conditions: time 16 hour. Product: COC1(CCCCCC1)C1=C(CNCC2=CC(=CC(=C2)C(F)(F)F)C(F)(F)F)C=C(C=C1)C(F)(F)F (N-(2-(1-methoxycycloheptyl)-5-(trifluoromethyl)benzyl)(3.5 bis(trifluoromethyl)phenyl)methanamine). RXN SMILES: [CH3:1][O:2][C:3]1([C:10]2[CH:17]=[CH:16][C:15]([C:18]([F:21])([F:20])[F:19])=[CH:14][C:11]=2[CH:12]=O)[CH2:9][CH2:8][CH2:7][CH2:6][CH2:5][CH2:4]1.[F:22][C:23]([F:37])([F:36])[C:24]1[CH:25]=[C:26]([CH:29]=[C:30]([C:32]([F:35])([F:34])[F:33])[CH:31]=1)[CH2:27][NH2:28].C(O)C.[BH4-].[Na+]>C1(C)C=CC=CC=1>[CH3:1][O:2][C:3]1([C:10]2[CH:17]=[CH:16][C:15]([C:18]([F:21])([F:20])[F:19])=[CH:14][C:11]=2[CH2:12][NH:28][CH2:27][C:26]2[CH:29]=[C:30]([C:32]([F:33])([F:34])[F:35])[CH:31]=[C:24]([C:23]([F:22])([F:36])[F:37])[CH:25]=2)[CH2:9][CH2:8][CH2:7][CH2:6][CH2:5][CH2:4]1 |f:3.4|. Procedure: A mixture of 2-(1-methoxycycloheptyl)-5-(trifluoromethyl)benzaldehyde (167 mg; 0.556 mmol) and 3,5-bistrifluoromethyl benzylamine (150 mg; 0.616 mmol) in toluene (4 mL) was heated at reflux for 16 hours, after which solvent was removed. Ethanol (4 mL) and sodium borohydride (31 mg; 0.819 mmol) were added to the residue. The resulting mixture was stirred at room temperature for 16 hours. Solvent was evaporated under reduced pressure. The residue was taken up in ethyl acetate and washed twice with... Reactants: C(C)(C)(C)OC(=O)N1C[C@@H]([C@@H](CC1)C=1C=C2N3[C@@H](C(NN=C3COC2=CC1C1=C(C=CC=C1F)F)=O)C)C ((3R,4R)-4-[(R)-7-(2,6-difluoro-phenyl)-4-methyl-3-oxo-2,3,4,10-tetrahydro-9-oxa-1,2,4a-triaza-phenanthren-6-yl]-3-methyl-piperidine-1-carboxylic acid tert-butyl ester), Cl (HCl). The product is Cl.FC1=C(C(=CC=C1)F)C1=C(C=C2N3[C@@H](C(NN=C3COC2=C1)=O)C)[C@H]1[C@H](CNCC1)C ((R)-7-(2,6-difluoro-phenyl)-4-methyl-6-((3R,4R)-3-methyl-piperidin-4-yl)-2,10-dihydro-9-oxa-1,2,4a-triaza-phenanthren-3-one hydrochloride). Yield: 100.0%. As a reaction SMILES: C(OC([N:8]1[CH2:13][CH2:12][C@@H:11]([C:14]2[CH:15]=[C:16]3[C:25](=[CH:26][C:27]=2[C:28]2[C:33]([F:34])=[CH:32][CH:31]=[CH:30][C:29]=2[F:35])[O:24][CH2:23][C:22]2[N:17]3[C@H:18]([CH3:37])[C:19](=[O:36])[NH:20][N:21]=2)[C@@H:10]([CH3:38])[CH2:9]1)=O)(C)(C)C.[ClH:39]>>[ClH:39].[F:34][C:33]1[CH:32]=[CH:31][CH:30]=[C:29]([F:35])[C:28]=1[C:27]1[CH:26]=[C:25]2[C:16]([N:17]3[C:22]([CH2:23][O:24]2)=[N:21][NH:20][C:19](=[O:36])[C@H:18]3[CH3:37])=[CH:15][C:14]=1[C@@H:11]1[CH2:12][CH2:13][NH:8][CH2:9][C@@H:10]1[CH3:38] |f:2.3|. Procedure details: A solution of (3R,4R)-4-[(R)-7-(2,6-difluoro-phenyl)-4-methyl-3-oxo-2,3,4,10-tetrahydro-9-oxa-1,2,4a-triaza-phenanthren-6-yl]-3-methyl-piperidine-1-carboxylic acid tert-butyl ester (0.005 g, 0.01 mmol) in HCl (4M in EtOAc, 1 mL) was stirred at ambient temperature for 1 h. The solvent was removed in vacuo to give crude (R)-7-(2,6-difluoro-phenyl)-4-methyl-6-((3R,4R)-3-methyl-piperidin-4-yl)-2,10-dihydro-9-oxa-1,2,4a-triaza-phenanthren-3-one hydrochloride (0.005 g, 100%), which was used directly i...